This data is from the Open Reaction Database (ORD), a public repository of structured organic reaction records. The task is: describe an organic reaction: reactants, conditions, products, and yield RXN SMILES: Cl[C:2]1[CH:7]=[C:6](Cl)[N:5]2[N:9]=[C:10]([CH3:23])[C:11]([CH2:12][C:13]3[C:22]4[C:17](=[CH:18][CH:19]=[CH:20][CH:21]=4)[CH:16]=[CH:15][CH:14]=3)=[C:4]2[N:3]=1.[OH-:24].[Na+].[NH:26]1[CH2:31][CH2:30][O:29][CH2:28][CH2:27]1>O1CCCC1.C(O)C>[CH3:23][C:10]1[C:11]([CH2:12][C:13]2[C:22]3[C:17](=[CH:18][CH:19]=[CH:20][CH:21]=3)[CH:16]=[CH:15][CH:14]=2)=[C:4]2[N:3]=[C:2]([N:26]3[CH2:31][CH2:30][O:29][CH2:28][CH2:27]3)[CH:7]=[C:6]([OH:24])[N:5]2[N:9]=1 |f:1.2|. Solvent: O1CCCC1 (Tetrahydrofuran), C(C)O (ethanol). The yield is 30.5%. Yields the product CC1=NN2C(N=C(C=C2O)N2CCOCC2)=C1CC1=CC=CC2=CC=CC=C12 (2-methyl-5-morpholino-3-(naphthalen-1-ylmethyl)pyrazolo[1,5-a]pyrimidin-7-ol). The reactants are ClC1=NC=2N(C(=C1)Cl)N=C(C2CC2=CC=CC1=CC=CC=C21)C (5,7-dichloro-2-methyl-3-(1-naphthalenylmethyl)pyrazolo[1,5-a]pyrimidine), [OH-].[Na+] (sodium hydroxide), crude mixture, N1CCOCC1 (morpholine). Run at temperature 50 celsius, time 7 hour. Reported procedure: To a solution of 5,7-dichloro-2-methyl-3-(1-naphthalenylmethyl)pyrazolo[1,5-a]pyrimidine (0.06 g, 0.175 mmol), prepared using a similar route as was used in Example 1 step c, in Tetrahydrofuran (THF) (5 mL), was added sodium hydroxide (0.877 mL, 1.753 mmol). The reaction was stirred at rt for 18 and 50° C. for 7 h. The reaction mixture was acidified and extracted with EtOAc (80 mL×2). The organic phases were combined, dried and concentrated. To the crude mixture in ethanol (1 mL) was added morph... Reactants: N1(CCN2C1=NC1=C2C=CC=C1)C1=CC=C(N)C=C1 (4-(2,3-dihydro-1H-imidazo[1,2-a]benzimidazol-1-yl)aniline), ClC1=NC=CC=C1[N+](=O)[O-] (2-chloro-3-nitropyridine). Run in CN1CCCC1=O (NMP), O (water). Conditions: temperature 140 celsius, time 8 hour. Yields the product N1(CCN2C1=NC1=C2C=CC=C1)C1=CC=C(C=C1)NC1=NC=CC=C1[N+](=O)[O-] (N-[4-(2,3-dihydro-1H-imidazo[1,2-a]benzimidazol-1-yl)phenyl]-3-nitropyridin-2-amine). Yield: 41.6%. RXN SMILES: [N:1]1([C:13]2[CH:19]=[CH:18][C:16]([NH2:17])=[CH:15][CH:14]=2)[C:5]2=[N:6][C:7]3[CH:12]=[CH:11][CH:10]=[CH:9][C:8]=3[N:4]2[CH2:3][CH2:2]1.Cl[C:21]1[C:26]([N+:27]([O-:29])=[O:28])=[CH:25][CH:24]=[CH:23][N:22]=1>CN1C(=O)CCC1.O>[N:1]1([C:13]2[CH:19]=[CH:18][C:16]([NH:17][C:21]3[C:26]([N+:27]([O-:29])=[O:28])=[CH:25][CH:24]=[CH:23][N:22]=3)=[CH:15][CH:14]=2)[C:5]2=[N:6][C:7]3[CH:12]=[CH:11][CH:10]=[CH:9][C:8]=3[N:4]2[CH2:3][CH2:2]1. Procedure details: A mixture of 4-(2,3-dihydro-1H-imidazo[1,2-a]benzimidazol-1-yl)aniline (55 mg) and 2-chloro-3-nitropyridine (35 mg) in NMP (3 mL) was stirred at 140° C. overnight. After this time, the reaction mixture was cooled to ambient temperature, diluted with water (50 mL) and extracted with ethyl acetate (2×75 mL). The combined organic layers were washed with water (50 mL) then brine (50 mL), dried over sodium sulfate, and filtered and the filtrate was concentrated under reduced pressure. The residue obt... Reactants: CN(C)C(=[N+](C)C)ON1C2=C(C=CC=C2)N=N1.[B-](F)(F)(F)F (TBTU), CN1CCOCC1 (N-methyl morpholine), FC(C1=CC=C(CO)C=C1)(F)F (4-(trifluoromethyl)benzyl alcohol), ClC(COC(C(CC1=CC=C(C=C1)CC(=O)O)S(=O)(=O)CCC1=CC=C(C=C1)F)=O)(Cl)Cl (3-(4-Carboxymethyl-phenyl)-2-[2-(4-fluoro-phenyl)-ethanesulfonyl]-propionic acid 2,2,2-trichloro-ethyl ester). Run in CN(C)C=O (DMF), CCOC(=O)C (EtOAc). Run at time 18 hour. The product is ClC(COC(C(CC1=CC=C(C=C1)CC(=O)OCC1=CC=C(C=C1)C(F)(F)F)S(=O)(=O)CCC1=CC=C(C=C1)F)=O)(Cl)Cl (2-[2-(4-Fluoro-phenyl)-ethanesulfonyl]-3-[4-(4-trifluoromethyl-benzyloxycarbonylmethyl)-phenyl]-propionic acid 2,2,2-trichloro-ethyl ester). Isolated yield 102.4%. As a reaction SMILES: [Cl:1][C:2]([Cl:32])([Cl:31])[CH2:3][O:4][C:5](=[O:30])[CH:6]([S:18]([CH2:21][CH2:22][C:23]1[CH:28]=[CH:27][C:26]([F:29])=[CH:25][CH:24]=1)(=[O:20])=[O:19])[CH2:7][C:8]1[CH:13]=[CH:12][C:11]([CH2:14][C:15]([OH:17])=[O:16])=[CH:10][CH:9]=1.CN(C(ON1N=NC2C=CC=CC1=2)=[N+](C)C)C.[B-](F)(F)(F)F.CN1CCOCC1.[F:62][C:63]([F:73])([F:72])[C:64]1[CH:71]=[CH:70][C:67]([CH2:68]O)=[CH:66][CH:65]=1>CN(C=O)C.CCOC(C)=O>[Cl:32][C:2]([Cl:31])([Cl:1])[CH2:3][O:4][C:5](=[O:30])[CH:6]([S:18]([CH2:21][CH2:22][C:23]1[CH:24]=[CH:25][C:26]([F:29])=[CH:27][CH:28]=1)(=[O:20])=[O:19])[CH2:7][C:8]1[CH:9]=[CH:10][C:11]([CH2:14][C:15]([O:17][CH2:68][C:67]2[CH:66]=[CH:65][C:64]([C:63]([F:62])([F:72])[F:73])=[CH:71][CH:70]=2)=[O:16])=[CH:12][CH:13]=1 |f:1.2|. Reported procedure: 3-(4-Carboxymethyl-phenyl)-2-[2-(4-fluoro-phenyl)-ethanesulfonyl]-propionic acid 2,2,2-trichloro-ethyl ester (121 mg, 0.23 mmol) was dissolved in anhydrous DMF (2.0 mL) and TBTU (147 mg, 0.46 mmol), N-methyl morpholine (46.5 mg, 0.46 mmol) and 4-(trifluoromethyl)benzyl alcohol (81.06 mg, 0.46 mmol) were added under nitrogen atmosphere. The reaction was stirred at ambient temperature for 18 h. EtOAc was added and the mixture was extracted with water and brine. After drying the organic layer over ... Starting materials: CCO, Cl, CCOC(=N)c1ccc(-c2ccc([N+](=O)[O-])cc2)o1, NCCN. The product is Cl, O=[N+]([O-])c1ccc(-c2ccc(C3=NCCN3)o2)cc1. As a reaction SMILES: [CH3:25][CH2:26][OH:27].[ClH:1].[N+:2](=[O:3])([O-:4])[c:5]1[cH:6][cH:7][c:8](-[c:11]2[cH:12][cH:13][c:14]([C:16]([O:17][CH2:18][CH3:19])=[NH:20])[o:15]2)[cH:9][cH:10]1.[NH2:21][CH2:22][CH2:23][NH2:24]>>[ClH:1].[N+:2](=[O:3])([O-:4])[c:5]1[cH:6][cH:7][c:8](-[c:11]2[cH:12][cH:13][c:14]([C:16]3=[N:21][CH2:22][CH2:23][NH:20]3)[o:15]2)[cH:9][cH:10]1. The reactants are C1(=NO)C(=O)NC(=O)NC1=O (violuric acid), S(=O)([O-])S(=O)[O-].[Na+].[Na+] (sodium hydrosulfite). The solvent is O (water). Run at temperature 70 celsius. The product is NC=1C(=NC(=NC1O)O)O (5-amino-2,4,6-trihydroxypyrimidine). Yield: 82.3%. As a reaction SMILES: [C:1]1([C:10](=[O:11])[NH:9][C:7](=[O:8])[NH:6][C:4]1=[O:5])=[N:2]O.S(S([O-])=O)([O-])=O.[Na+].[Na+]>O>[NH2:2][C:1]1[C:4]([OH:5])=[N:6][C:7]([OH:8])=[N:9][C:10]=1[OH:11] |f:1.2.3|. Reported procedure: 100 g of violuric acid was added to 1 liter of water with vigorous overhead stirring and heated to 70° C. 200 g sodium hydrosulfite was added in portions over 15 minutes. After 2.5 hours the reaction was filtered and the precipitate rinsed with water. The solid was dried under vacuum at 98° C. for 3 hours to yield 75 g of 5-amino-2,4,6-trihydroxypyrimidine.